Dataset: the Open Reaction Database (ORD), a public repository of structured organic reaction records. Task: describe an organic reaction: reactants, conditions, products, and yield Reaction conditions: temperature 15 celsius, time 3 hour. Yields the product NC1=C(C#N)C(=CC=C1)COC1=C(C=CC=C1)Cl (2-amino-6-(2-chlorophenoxymethyl)benzonitrile). Reactants: [Sn](Cl)Cl (tin (II) chloride), [OH-].[K+] (potassium hydroxide), Cl (hydrochloric acid), ClC1=C(OCC2=C(C#N)C(=CC=C2)[N+](=O)[O-])C=CC=C1 (2-(2-chlorophenoxymethyl)-6-nitrobenzonitrile). Reaction SMILES: [Sn](Cl)Cl.Cl.[Cl:5][C:6]1[CH:24]=[CH:23][CH:22]=[CH:21][C:7]=1[O:8][CH2:9][C:10]1[CH:17]=[CH:16][CH:15]=[C:14]([N+:18]([O-])=O)[C:11]=1[C:12]#[N:13].[OH-].[K+]>>[NH2:18][C:14]1[CH:15]=[CH:16][CH:17]=[C:10]([CH2:9][O:8][C:7]2[CH:21]=[CH:22][CH:23]=[CH:24][C:6]=2[Cl:5])[C:11]=1[C:12]#[N:13] |f:3.4|. Procedure: To a cooled (15° C.) and stirred solution of tin (II) chloride (0.78 g, 3.46 mmol) and con. hydrochloric acid (1.5 mL) was added a solution of 2-(2-chlorophenoxymethyl)-6-nitrobenzonitrile (200.0 mg, 0.69 mmol). The reaction mixture was slowly warmed to room temperature and stirred for 3 hours. The reaction mixture was poured on to crushed-ice and potassium hydroxide solution, stirred, filtered and dried to yield 140 mg of 2-amino-6-(2-chlorophenoxymethyl)benzonitrile. Isolated yield 78.4%. Starting materials: BrC=1C=C(C(=NC1)F)[C@]1(N=C(O[C@@H](C1)C(F)(F)F)NC(OC(C)(C)C)=O)C (tert-Butyl ((4S,6S)-4-(5-bromo-2-fluoropyridin-3-yl)-4-methyl-6-(trifluoromethyl)-5,6-dihydro-4H-1,3-oxazin-2-yl)carbamate), C[O-].[Na+] (sodium methanolate). Run at temperature 50 celsius. The product is BrC=1C=C(C(=NC1)OC)[C@]1(N=C(O[C@@H](C1)C(F)(F)F)NC(OC(C)(C)C)=O)C (tert-Butyl ((4S,6S)-4-(5-bromo-2-methoxypyridin-3-yl)-4-methyl-6-(trifluoromethyl)-5,6-dihydro-4H-1,3-oxazin-2-yl)carbamate). Isolated yield 97.0%. Reaction SMILES: [Br:1][C:2]1[CH:3]=[C:4]([C@:9]2([CH3:27])[CH2:14][C@@H:13]([C:15]([F:18])([F:17])[F:16])[O:12][C:11]([NH:19][C:20](=[O:26])[O:21][C:22]([CH3:25])([CH3:24])[CH3:23])=[N:10]2)[C:5](F)=[N:6][CH:7]=1.[CH3:28][O-:29].[Na+]>>[Br:1][C:2]1[CH:3]=[C:4]([C@:9]2([CH3:27])[CH2:14][C@@H:13]([C:15]([F:18])([F:17])[F:16])[O:12][C:11]([NH:19][C:20](=[O:26])[O:21][C:22]([CH3:25])([CH3:24])[CH3:23])=[N:10]2)[C:5]([O:29][CH3:28])=[N:6][CH:7]=1 |f:1.2|. Procedure details: tert-Butyl ((4S,6S)-4-(5-bromo-2-fluoropyridin-3-yl)-4-methyl-6-(trifluoromethyl)-5,6-dihydro-4H-1,3-oxazin-2-yl)carbamate (5k, 0.500 g, 1.096 mmol, as described in Example 31, Method G, Step 9) was treated with sodium methanolate 25% MeOH (3 mL). The reaction was heated at 50° C. for 40 min. The reaction was quenched with water and methanol was removed by reduced pressure. The resulting mixture was extracted with EtOAc three times. The combined organic layers were dried on sodium sulfate, filte...